This data is from the Open Reaction Database (ORD), a public repository of structured organic reaction records. The task is: describe an organic reaction: reactants, conditions, products, and yield The reactants are C1(=CC=CC=C1)C(OC(=O)C(=C)C1=C(C(=C(C(=O)OCC)C=C1F)F)F)C1=CC=CC=C1 (ethyl 4-(1-diphenylmethoxycarbonylvinyl)-2,3,5-trifluorobenzoate), [N+](=[N-])=C.C(C)OCC (diazomethane diethyl ether), CN(C(=O)N)N=O (N-methyl-N-nitrosourea). Solvent: C(C)OCC (diethyl ether), C1(=CC=CC=C1)C (toluene). Reaction conditions: time 12 hour. The product is C1(=CC=CC=C1)C(OC(=O)C(=CC)C1=C(C(=C(C(=O)OCC)C=C1F)F)F)C1=CC=CC=C1 (ethyl 4-(1-diphenylmethoxycarbonyl-2-methylvinyl)-2,3,5-trifluorobenzoate). Isolated yield 91.2%. RXN SMILES: [C:1]1([CH:7]([C:27]2[CH:32]=[CH:31][CH:30]=[CH:29][CH:28]=2)[O:8][C:9]([C:11]([C:13]2[C:23]([F:24])=[CH:22][C:16]([C:17]([O:19][CH2:20][CH3:21])=[O:18])=[C:15]([F:25])[C:14]=2[F:26])=[CH2:12])=[O:10])[CH:6]=[CH:5][CH:4]=[CH:3][CH:2]=1.[N+](=[CH2:35])=[N-].C(OCC)C.CN(N=O)C(N)=O>C(OCC)C.C1(C)C=CC=CC=1>[C:27]1([CH:7]([C:1]2[CH:2]=[CH:3][CH:4]=[CH:5][CH:6]=2)[O:8][C:9]([C:11]([C:13]2[C:23]([F:24])=[CH:22][C:16]([C:17]([O:19][CH2:20][CH3:21])=[O:18])=[C:15]([F:25])[C:14]=2[F:26])=[CH:12][CH3:35])=[O:10])[CH:28]=[CH:29][CH:30]=[CH:31][CH:32]=1 |f:1.2|. Procedure: In 30 ml of diethyl ether was dissolved 3.08 g of ethyl 4-(1-diphenylmethoxycarbonylvinyl)-2,3,5-trifluorobenzoate. To the resulting solution was added, with ice-cooling, a diazomethane-diethyl ether solution prepared from 2.00 g of N-methyl-N-nitrosourea. The resulting mixture was stirred at room temperature for 12 hours. The reaction mixture was concentrated under reduced pressure. The residue obtained was dissolved in 30 ml of toluene. The resulting solution was stirred at 60° C. for 1 hour. ...